This data is from the Open Reaction Database (ORD), a public repository of structured organic reaction records. The task is: describe an organic reaction: reactants, conditions, products, and yield Starting materials: COC(=O)[O-], CCOC(C)O, CO, CC(C)=O, COc1cc2c(Cl)c(C#N)cnc2c(OC)c1OC, Nc1cc(O)c(Cl)cc1F, [NH4+], [Na+], [Na+], O=C([O-])[O-], [OH-], O. Product: COc1cc2c(Nc3cc(O)c(Cl)cc3F)c(C#N)cnc2c(OC)c1OC. RXN SMILES: [C:20](=[O:21])([O-:22])[O:23][CH3:24].[CH2:35]([O:36][CH:37]([OH:38])[CH3:39])[CH3:40].[CH3:49][OH:50].[CH3:51][C:52](=[O:53])[CH3:54].[Cl:1][c:2]1[c:3]([C:18]#[N:19])[cH:4][n:5][c:6]2[c:7]([O:16][CH3:17])[c:8]([O:14][CH3:15])[c:9]([O:12][CH3:13])[cH:10][c:11]12.[Cl:25][c:26]1[cH:27][c:28]([F:34])[c:29]([NH2:30])[cH:31][c:32]1[OH:33].[NH4+:47].[Na+:41].[Na+:42].[O-:43][C:44](=[O:45])[O-:46].[OH-:48].[OH2:55]>>[c:2]1([NH:30][c:29]2[c:28]([F:34])[cH:27][c:26]([Cl:25])[c:32]([OH:33])[cH:31]2)[c:3]([C:18]#[N:19])[cH:4][n:5][c:6]2[c:7]([O:16][CH3:17])[c:8]([O:14][CH3:15])[c:9]([O:12][CH3:13])[cH:10][c:11]12.